Dataset: the Open Reaction Database (ORD), a public repository of structured organic reaction records. Task: describe an organic reaction: reactants, conditions, products, and yield Reactants: C(C)(=O)O.CC1(N=C(NC(=N1)NCC1=CC=C(C=C1)OC)NCCCCCCCCCC)C (3,6-Dihydro-6,6-dimethyl-4-decylamino-2-(4′-methoxybenzylamino)-1,3,5-triazine acetate), C(CC(=O)O)(=O)O (malonic acid). Run in C(C)#N (acetonitrile). Product: C(CC(=O)O)(=O)O.CC1(N=C(NC(=N1)NCC1=CC=C(C=C1)OC)NCCCCCCCCCC)C (3,6-Dihydro-6,6-dimethyl-4-decylamino-2-(4′-methoxybenzylamino)-1,3,5-triazine malonate). Yield: 79.1%. Reaction SMILES: C(O)(=O)C.[CH3:5][C:6]1([CH3:33])[N:11]=[C:10]([NH:12][CH2:13][C:14]2[CH:19]=[CH:18][C:17]([O:20][CH3:21])=[CH:16][CH:15]=2)[NH:9][C:8]([NH:22][CH2:23][CH2:24][CH2:25][CH2:26][CH2:27][CH2:28][CH2:29][CH2:30][CH2:31][CH3:32])=[N:7]1.[C:34]([OH:40])(=[O:39])[CH2:35][C:36]([OH:38])=[O:37]>C(#N)C>[C:34]([OH:40])(=[O:39])[CH2:35][C:36]([OH:38])=[O:37].[CH3:5][C:6]1([CH3:33])[N:11]=[C:10]([NH:12][CH2:13][C:14]2[CH:19]=[CH:18][C:17]([O:20][CH3:21])=[CH:16][CH:15]=2)[NH:9][C:8]([NH:22][CH2:23][CH2:24][CH2:25][CH2:26][CH2:27][CH2:28][CH2:29][CH2:30][CH2:31][CH3:32])=[N:7]1 |f:0.1,4.5|. Procedure details: 3.0 g (7.5 mmol) of the compound (1) of Working Example 38 was dissolved in 30 ml of 70% aqueous acetonitrile, and to the solution was added 0.85 g (8.17 mmol) of malonic acid. The mixture was dissolved by heating, and then cooled to obtain 3.0 g of colorless crystals having a melting point of 109 to 112° C. Reactants: CC(C)(C)OC(N)=O, O=C([O-])[O-], Brc1cc(OCc2ccccc2)cn2nccc12, C1COCCO1, CCOC(C)=O, [Cs+], [Cs+], O=C(C=Cc1ccccc1)C=Cc1ccccc1, O=C(C=Cc1ccccc1)C=Cc1ccccc1, O=C(C=Cc1ccccc1)C=Cc1ccccc1, [Pd], [Pd]. Product: CC(C)(C)OC(=O)Nc1cc(OCc2ccccc2)cn2nccc12. Reaction SMILES: [C:19]([NH2:20])([O:21][C:22]([CH3:23])([CH3:24])[CH3:25])=[O:26].[C:27](=[O:28])([O-:29])[O-:30].[CH2:1]([c:2]1[cH:3][cH:4][cH:5][cH:6][cH:7]1)[O:8][c:9]1[cH:10][c:11]([Br:18])[c:12]2[n:13]([cH:14]1)[n:15][cH:16][cH:17]2.[CH2:33]1[O:34][CH2:35][CH2:36][O:37][CH2:38]1.[CH3:39][CH2:40][O:41][C:42](=[O:43])[CH3:44].[Cs+:31].[Cs+:32].[O:47]=[C:48]([CH:49]=[CH:50][c:51]1[cH:52][cH:53][cH:54][cH:55][cH:56]1)[CH:57]=[CH:58][c:59]1[cH:60][cH:61][cH:62][cH:63][cH:64]1.[O:65]=[C:66]([CH:67]=[CH:68][c:69]1[cH:70][cH:71][cH:72][cH:73][cH:74]1)[CH:75]=[CH:76][c:77]1[cH:78][cH:79][cH:80][cH:81][cH:82]1.[O:83]=[C:84]([CH:85]=[CH:86][c:87]1[cH:88][cH:89][cH:90][cH:91][cH:92]1)[CH:93]=[CH:94][c:95]1[cH:96][cH:97][cH:98][cH:99][cH:100]1.[Pd:45].[Pd:46]>>[CH2:1]([c:2]1[cH:3][cH:4][cH:5][cH:6][cH:7]1)[O:8][c:9]1[cH:10][c:11]([NH:20][C:19]([O:21][C:22]([CH3:23])([CH3:24])[CH3:25])=[O:26])[c:12]2[n:13]([cH:14]1)[n:15][cH:16][cH:17]2. Starting materials: BrC=1C=C(C=O)C=CC1CC (3-bromo-4-ethylbenzaldehyde), N1=CC(=CC=C1)B(O)O (pyridine 3-boronic acid), C(=O)([O-])[O-].[Na+].[Na+] (Na2CO3). Reagents/catalysts: C=1C=CC(=CC1)[P](C=2C=CC=CC2)(C=3C=CC=CC3)[Pd]([P](C=4C=CC=CC4)(C=5C=CC=CC5)C=6C=CC=CC6)([P](C=7C=CC=CC7)(C=8C=CC=CC8)C=9C=CC=CC9)[P](C=1C=CC=CC1)(C=1C=CC=CC1)C=1C=CC=CC1 (Pd (PPh3)4). Run in C1(=CC=CC=C1)C (toluene), CCOC(=O)C (EtOAc), C(=O)(O)[O-].[Na+] (NaHCO3). Product: C(C)C1=C(C=C(C=O)C=C1)C=1C=NC=CC1 (4-Ethyl-3-(3-pyridyl)benzaldehyde). Yield: 49.4%. RXN SMILES: Br[C:2]1[CH:3]=[C:4]([CH:7]=[CH:8][C:9]=1[CH2:10][CH3:11])[CH:5]=[O:6].[N:12]1[CH:17]=[CH:16][CH:15]=[C:14](B(O)O)[CH:13]=1.C([O-])([O-])=O.[Na+].[Na+]>C1(C)C=CC=CC=1.CCOC(C)=O.C([O-])(O)=O.[Na+].C1C=CC([P]([Pd]([P](C2C=CC=CC=2)(C2C=CC=CC=2)C2C=CC=CC=2)([P](C2C=CC=CC=2)(C2C=CC=CC=2)C2C=CC=CC=2)[P](C2C=CC=CC=2)(C2C=CC=CC=2)C2C=CC=CC=2)(C2C=CC=CC=2)C2C=CC=CC=2)=CC=1>[CH2:10]([C:9]1[CH:8]=[CH:7][C:4]([CH:5]=[O:6])=[CH:3][C:2]=1[C:14]1[CH:13]=[N:12][CH:17]=[CH:16][CH:15]=1)[CH3:11] |f:2.3.4,7.8,^1:48,50,69,88|. Procedure details: To a mixture of 3-bromo-4-ethylbenzaldehyde (2.45 g, 0.0115 mol), pyridine 3-boronic acid (1.42 g, 0.0115 mol, Matrix Scientific), 2M Na2CO3 (15 mL) in 30 mL of toluene was added 1.33 g of Pd (PPh3)4 (1.15 mmol, Aldrich). The mixture was then heated to 80 C under N2 for 16 hours. The mixture was cooled to RT and was diluted with 100 mL of EtOAc and 40 mL of sat. NaHCO3 aq. solution. The organic phase was washed with 40 mL of brine, dried over Na2SO4 and concentrated in vacuo. The crude product w...